From a dataset of the Open Reaction Database (ORD), a public repository of structured organic reaction records. describe an organic reaction: reactants, conditions, products, and yield The reactants are ClC1=C(C#N)C(=CN=C1)Cl (3,5-dichloroisonicotinonitrile), C[S-].[Na+] (sodium thiomethoxide). Run in CN(C=O)C (N,N-dimethylformamide). Conditions: time 4 hour. Yields the product ClC1=C(C#N)C(=CN=C1)SC (3-Chloro-5-(methylthio)isonicotinonitrile). Yield: 24.9%. RXN SMILES: [Cl:1][C:2]1[CH:9]=[N:8][CH:7]=[C:6](Cl)[C:3]=1[C:4]#[N:5].[CH3:11][S-:12].[Na+]>CN(C)C=O>[Cl:1][C:2]1[CH:9]=[N:8][CH:7]=[C:6]([S:12][CH3:11])[C:3]=1[C:4]#[N:5] |f:1.2|. Procedure details: To a solution of 3,5-dichloroisonicotinonitrile (346 mg, 2 mmol) in N,N-dimethylformamide (2 mL) was added sodium thiomethoxide (141 mg, 2 mmol) at 0° C. The mixture was stirred at room temperature for 4 hours. After completion of the reaction, the solution was concentrated under reduced pressure. To the resulting residue was added saturated aqueous sodium hydrogen carbonate and the mixture was extracted with ethyl acetate. The combined organic layer was separated, dried over anhydrous magnesium...